Dataset: the Open Reaction Database (ORD), a public repository of structured organic reaction records. Task: describe an organic reaction: reactants, conditions, products, and yield The reactants are C1CCOC1, COC(=O)c1cc(Cl)ccc1NC(=O)C(CCC(=O)N1CCN(C(c2ccccc2)c2ccccc2)CC1)NC(=O)OC(C)(C)C, Cl, [Na+], [OH-]. Product: CC(C)(C)OC(=O)NC(CCC(=O)N1CCN(C(c2ccccc2)c2ccccc2)CC1)C(=O)Nc1ccc(Cl)cc1C(=O)O. Reaction SMILES: [CH2:50]1[O:51][CH2:52][CH2:53][CH2:54]1.[CH:1]([c:2]1[cH:3][cH:4][cH:5][cH:6][cH:7]1)([c:8]1[cH:9][cH:10][cH:11][cH:12][cH:13]1)[N:14]1[CH2:15][CH2:16][N:17]([C:20]([CH2:21][CH2:22][CH:23]([C:24](=[O:25])[NH:26][c:27]2[c:28]([C:29](=[O:30])[O:31][CH3:32])[cH:33][c:34]([Cl:37])[cH:35][cH:36]2)[NH:38][C:39](=[O:40])[O:41][C:42]([CH3:43])([CH3:44])[CH3:45])=[O:46])[CH2:18][CH2:19]1.[ClH:49].[Na+:48].[OH-:47]>>[CH:1]([c:2]1[cH:3][cH:4][cH:5][cH:6][cH:7]1)([c:8]1[cH:9][cH:10][cH:11][cH:12][cH:13]1)[N:14]1[CH2:15][CH2:16][N:17]([C:20]([CH2:21][CH2:22][CH:23]([C:24](=[O:25])[NH:26][c:27]2[c:28]([C:29](=[O:30])[OH:31])[cH:33][c:34]([Cl:37])[cH:35][cH:36]2)[NH:38][C:39](=[O:40])[O:41][C:42]([CH3:43])([CH3:44])[CH3:45])=[O:46])[CH2:18][CH2:19]1. The reactants are C(CCC)[Li] (n-Butyl lithium), solution, CN1C=NC=C1 (1-methyl-(1H)-imidazole), BrC=1C=C2C=CC(=NC2=CC1)OC (6-bromo-2-methoxyquinoline), tetrakis (triphenylphosphine) palladium(O), [Cl-].[NH4+] (ammonium chloride). The reagents and catalysts are [Cl-].[Zn+2].[Cl-] (zinc chloride). Solvent: CCCCCC (hexane), C1CCOC1 (THF), C1CCOC1 (THF), C1CCOC1 (THF). Yields the product CN1C(=NC=C1)C=1C=C2C=CC(=NC2=CC1)OC (6-[1-methyl-(1H)-imidazol-2-yl]-2-methoxyquinoline). As a reaction SMILES: C([Li])CCC.[CH3:6][N:7]1[CH:11]=[CH:10][N:9]=[CH:8]1.Br[C:13]1[CH:14]=[C:15]2[C:20](=[CH:21][CH:22]=1)[N:19]=[C:18]([O:23][CH3:24])[CH:17]=[CH:16]2.[Cl-].[NH4+]>CCCCCC.C1COCC1.[Cl-].[Zn+2].[Cl-]>[CH3:6][N:7]1[CH:11]=[CH:10][N:9]=[C:8]1[C:13]1[CH:14]=[C:15]2[C:20](=[CH:21][CH:22]=1)[N:19]=[C:18]([O:23][CH3:24])[CH:17]=[CH:16]2 |f:3.4,7.8.9|. Procedure: n-Butyl lithium (9 cm3 of a 1.6M solution in hexane) was added at -45° to a stirred solution of 1-methyl-(1H)-imidazole (1.03 cm3) in THF (30 cm3) under nitrogen. After 1.25 hours a solution of anhydrous zinc chloride (1.95 g) in THF (30 cm3) was added dropwise over 5 minutes giving a white precipitate. The mixture was warmed to room temperature, a solution of 6-bromo-2-methoxyquinoline (3 g) and tetrakis (triphenylphosphine) palladium(O) (0.2 g) in THF (20 cm3) was added, and the solution was h... Reactants: Cl, [Na+], COC(=O)C(CC1CCCC1=O)NC(=O)Cc1ccccc1, [OH-], O. The product is O=C(Cc1ccccc1)NC(CC1CCCC1=O)C(=O)O. RXN SMILES: [ClH:25].[Na+:24].[O:1]=[C:2]1[CH:3]([CH2:7][CH:8]([C:9](=[O:10])[O:11][CH3:12])[NH:13][C:14]([CH2:15][c:16]2[cH:17][cH:18][cH:19][cH:20][cH:21]2)=[O:22])[CH2:4][CH2:5][CH2:6]1.[OH-:23].[OH2:26]>>[O:1]=[C:2]1[CH:3]([CH2:7][CH:8]([C:9](=[O:10])[OH:11])[NH:13][C:14]([CH2:15][c:16]2[cH:17][cH:18][cH:19][cH:20][cH:21]2)=[O:22])[CH2:4][CH2:5][CH2:6]1. Reactants: C(C1=CC=CC=C1)NC (N-benzyl-N-methylamine), Br.BrCC(=O)C1=CC=NC=C1 (4-bromoacetylpyridine hydrobromide). The solvent is ClCCl (dichloromethane). Yields the product C(C1=CC=CC=C1)N(C)CC(=O)C1=CC=NC=C1 (4-(N-benzyl-N-methylaminoacetyl)pyridine). Reaction SMILES: [CH2:1]([NH:8][CH3:9])[C:2]1[CH:7]=[CH:6][CH:5]=[CH:4][CH:3]=1.Br.Br[CH2:12][C:13]([C:15]1[CH:20]=[CH:19][N:18]=[CH:17][CH:16]=1)=[O:14]>ClCCl>[CH2:1]([N:8]([CH2:12][C:13]([C:15]1[CH:20]=[CH:19][N:18]=[CH:17][CH:16]=1)=[O:14])[CH3:9])[C:2]1[CH:7]=[CH:6][CH:5]=[CH:4][CH:3]=1 |f:1.2|. Reported procedure: To a solution of N-benzyl-N-methylamine (3.7 cm3) in dry dichloromethane (40 cm3), cooled to 0° C. was added with stirring, 4-bromoacetylpyridine hydrobromide (4.0 g). The reaction was allowed to warm to room temperature, then stirred for a further 18 hr. The solvent was stripped at reduced pressure, and the residue partitioned between ethyl acetate and dilute aqueous Na2CO3. The organic phase was separated, dried (Na2SO4), evaporated, and the residue subjected to chromatography on silica gel, e... Starting materials: COC1=C(C=C2C=3C(CN=CC13)C1=C(CC2)C=CC=C1)OC (4,5-dimethoxy-1,7,8,12b-tetrahydrobenzo[6,7]cyclohepta[1,2,3-de]isoquinoline), COC=1C(=C2C=3C(CN=CC3C1)C1=C(CC2)C=CC=C1)OC (5,6-dimethoxy-1,7,8,12b-tetrahydrobenzo[6,7]cyclohepta[1,2,3-de]isoquinoline). Product: COC=1C(=C2C=3C(CNCC3C1)C1=C(CC2)C=CC=C1)OC (5,6-dimethoxy-1,2,3,7,8,12b-hexahydrobenzo[6,7]cyclohepta[1,2,3-de]isoquinoline). Reaction SMILES: COC1C2C=NCC3C4C=CC=CC=4CCC(C=23)=CC=1OC.[CH3:23][O:24][C:25]1[C:26]([O:43][CH3:44])=[C:27]2[CH2:38][CH2:37][C:36]3[CH:39]=[CH:40][CH:41]=[CH:42][C:35]=3[CH:29]3[CH2:30][N:31]=[CH:32][C:33]([CH:34]=1)=[C:28]23>>[CH3:23][O:24][C:25]1[C:26]([O:43][CH3:44])=[C:27]2[CH2:38][CH2:37][C:36]3[CH:39]=[CH:40][CH:41]=[CH:42][C:35]=3[CH:29]3[CH2:30][NH:31][CH2:32][C:33]([CH:34]=1)=[C:28]23. Procedure: By following the procedure of example 3, but replacing 4,5-dimethoxy-1,7,8,12b-tetrahydrobenzo[6,7]cyclohepta[1,2,3-de]isoquinoline with an equivalent amount of 5,6-dimethoxy-1,7,8,12b-tetrahydrobenzo[6,7]cyclohepta[1,2,3-de]isoquinoline, described in example 2; 5,6-dimethoxy-1,2,3,7,8,12b-hexahydrobenzo[6,7]cyclohepta[1,2,3-de]isoquinoline, NMR (CDCl3)δ 1.9 (s, 1H), 3.8 (2s, 6H), 4.4 (m, 1H), 6.6 (s, 1H), 7.15 (m, 4H), was obtained. The corresponding hydrochloride of the latter compound had mp>... Reactants: O=C(O)Cn1c(-c2ccc(Cl)cc2)nc2cccnc21, Cn1cccc1CCN, C1CCOC1. The product is Cn1cccc1CCNC(=O)Cn1c(-c2ccc(Cl)cc2)nc2cccnc21. Reaction SMILES: [Cl:1][c:2]1[cH:3][cH:4][c:5](-[c:8]2[n:9][c:10]3[c:11]([n:12][cH:13][cH:14][cH:15]3)[n:16]2[CH2:17][C:18](=[O:19])[OH:20])[cH:6][cH:7]1.[NH2:21][CH2:22][CH2:23][c:24]1[n:25]([CH3:29])[cH:26][cH:27][cH:28]1.[O:30]1[CH2:31][CH2:32][CH2:33][CH2:34]1>>[Cl:1][c:2]1[cH:3][cH:4][c:5](-[c:8]2[n:9][c:10]3[c:11]([n:12][cH:13][cH:14][cH:15]3)[n:16]2[CH2:17][C:18](=[O:20])[NH:21][CH2:22][CH2:23][c:24]2[n:25]([CH3:29])[cH:26][cH:27][cH:28]2)[cH:6][cH:7]1.